From a dataset of the Open Reaction Database (ORD), a public repository of structured organic reaction records. describe an organic reaction: reactants, conditions, products, and yield Starting materials: C(C)(C)(C)NC1=NC=C(C(=N1)OC)C1=NC(=C(C=C1)OC1=CC(=NC=C1)C=1C=NN(C1)C)C (N-(tert-butyl)-4-methoxy-5-(6-methyl-5-((2-(1-methyl-1H-pyrazol-4-yl)pyridin-4-yl)oxy)pyridin-2-yl)pyrimidin-2-amine), Br (HBr). Solvent: C(C)(=O)O (acetic acid). Run at temperature 90 celsius, time 8 hour. Yields the product C(C)(C)(C)NC1=NC=C(C(N1)=O)C1=NC(=C(C=C1)OC1=CC(=NC=C1)C=1C=NN(C1)C)C (2-(tert-butylamino)-5-(6-methyl-5-((2-(1-methyl-1H-pyrazol-4-yl)pyridin-4-yl)oxy)pyridin-2-yl)pyrimidin-4(3H)-one). The yield is 16.4%. As a reaction SMILES: [C:1]([NH:5][C:6]1[N:11]=[C:10]([O:12]C)[C:9]([C:14]2[CH:19]=[CH:18][C:17]([O:20][C:21]3[CH:26]=[CH:25][N:24]=[C:23]([C:27]4[CH:28]=[N:29][N:30]([CH3:32])[CH:31]=4)[CH:22]=3)=[C:16]([CH3:33])[N:15]=2)=[CH:8][N:7]=1)([CH3:4])([CH3:3])[CH3:2].Br>C(O)(=O)C>[C:1]([NH:5][C:6]1[NH:11][C:10](=[O:12])[C:9]([C:14]2[CH:19]=[CH:18][C:17]([O:20][C:21]3[CH:26]=[CH:25][N:24]=[C:23]([C:27]4[CH:28]=[N:29][N:30]([CH3:32])[CH:31]=4)[CH:22]=3)=[C:16]([CH3:33])[N:15]=2)=[CH:8][N:7]=1)([CH3:4])([CH3:3])[CH3:2]. Procedure details: A solution of N-(tert-butyl)-4-methoxy-5-(6-methyl-5-((2-(1-methyl-1H-pyrazol-4-yl)pyridin-4-yl)oxy)pyridin-2-yl)pyrimidin-2-amine (0.069 g, 0.155 mmol) in acetic acid (1.5 mL) was treated with HBr (48% aq., 0.071 mL, 0.623 mmol) and heated at 90° C. for 4 h. The mixture was removed from heat, treated with ice and EtOAc, neutralized with satd. NaHCO3, extracted with 1:1 EtOAc/THF (3×) and the combined organics were washed with brine, dried over MgSO4 and concentrated to dryness. The resulting ma...